Dataset: the Open Reaction Database (ORD), a public repository of structured organic reaction records. Task: describe an organic reaction: reactants, conditions, products, and yield The reactants are BrC1=C(C=C2C=NN(C2=C1)C1OCCCC1)OC1=C(C=C(C=C1)[N+](=O)[O-])F (6-bromo-5-(2-fluoro-4-nitro-phenoxy)-1-(tetrahydropyran-2-yl)-1 H-indazole), C(C)(C)(C)P(C1=C(C=CC=C1)C1=C(C=CC=C1)C)C(C)(C)C (2-di-tert-butylphosphino-2′-methylbiphenyl), [OH-].[K+] (KOH), N1CCOCC1 (morpholine). The reagents and catalysts are C=1C=CC(=CC1)/C=C/C(=O)/C=C/C2=CC=CC=C2.C=1C=CC(=CC1)/C=C/C(=O)/C=C/C2=CC=CC=C2.C=1C=CC(=CC1)/C=C/C(=O)/C=C/C2=CC=CC=C2.[Pd].[Pd] (Pd2(dba)3). The solvent is C(C)(C)(C)O (tert-butanol), O (H2O), CCOC(=O)C (EtOAc). Conditions: temperature 70 celsius, time 2 hour. Yields the product FC1=C(OC=2C=C3C=NN(C3=CC2N2CCOCC2)C2OCCCC2)C=CC(=C1)[N+](=O)[O-] (4-(5-(2-Fluoro-4-nitrophenoxy)-1-(tetrahydro-2H-pyran-2-yl)-1H-indazol-6-yl)morpholine). Yield: 56.5%. As a reaction SMILES: Br[C:2]1[CH:10]=[C:9]2[C:5]([CH:6]=[N:7][N:8]2[CH:11]2[CH2:16][CH2:15][CH2:14][CH2:13][O:12]2)=[CH:4][C:3]=1[O:17][C:18]1[CH:23]=[CH:22][C:21]([N+:24]([O-:26])=[O:25])=[CH:20][C:19]=1[F:27].C(P(C(C)(C)C)C1C=CC=CC=1C1C=CC=CC=1C)(C)(C)C.[OH-].[K+].[NH:52]1[CH2:57][CH2:56][O:55][CH2:54][CH2:53]1>C(O)(C)(C)C.O.C1C=CC(/C=C/C(/C=C/C2C=CC=CC=2)=O)=CC=1.C1C=CC(/C=C/C(/C=C/C2C=CC=CC=2)=O)=CC=1.C1C=CC(/C=C/C(/C=C/C2C=CC=CC=2)=O)=CC=1.[Pd].[Pd].CCOC(C)=O>[F:27][C:19]1[CH:20]=[C:21]([N+:24]([O-:26])=[O:25])[CH:22]=[CH:23][C:18]=1[O:17][C:3]1[CH:4]=[C:5]2[C:9](=[CH:10][C:2]=1[N:52]1[CH2:57][CH2:56][O:55][CH2:54][CH2:53]1)[N:8]([CH:11]1[CH2:16][CH2:15][CH2:14][CH2:13][O:12]1)[N:7]=[CH:6]2 |f:2.3,7.8.9.10.11|. Procedure details: To a solution of 6-bromo-5-(2-fluoro-4-nitro-phenoxy)-1-(tetrahydropyran-2-yl)-1 H-indazole (8.0 g, 18 mmol) in tert-butanol (150 mL) and H2O (3.2 mL) is added Pd2(dba)3 (320 mg, 0.35 mmol), 2-di-tert-butylphosphino-2′-methylbiphenyl (480 mg, 1.54 mmol), KOH (3.2 g, 57 mmol) and morpholine (3.2 g, 36.7 mmol) under N2. After the mixture is stirred at 70° C. for 2 hours under a N2 atmosphere, it is filtered and the filtrate is concentrated. The residue is partitioned with EtOAc (100 mL) and satura... The reactants are Br, O=N[O-], CC(C)CC(N)C(=O)O, [Na+], O. Product: CC(C)CC(Br)C(=O)O. As a reaction SMILES: [BrH:15].[N:11]([O-:12])=[O:13].[NH2:1][CH:2]([CH2:3][CH:4]([CH3:5])[CH3:6])[C:7](=[O:8])[OH:9].[Na+:14].[OH2:10]>>[CH:2]([CH2:3][CH:4]([CH3:5])[CH3:6])([C:7](=[O:8])[OH:9])[Br:15]. Starting materials: C(CCCCC)(=O)C=1C=C(C=CC1)\C=C\C1=CC=CC=C1 (trans-3-hexanoyl stilbene), C(CCCCC)(=O)C=1C=C(C=CC1)\C=C/C1=CC=CC=C1 (cis-3-hexanoyl stilbene), 3-hexanoyl diphenyl acetylene. Product: C1(=CC=CC=C1)CCC(CC(=O)C1=CC=CC=C1)CCC (3-(2-Phenylethyl)hexanophenone). Reaction SMILES: [C:1]([C:8]1[CH:9]=[C:10](/[CH:14]=[CH:15]/[C:16]2[CH:21]=[CH:20][CH:19]=[CH:18][CH:17]=2)[CH:11]=[CH:12][CH:13]=1)(=O)[CH2:2][CH2:3][CH2:4][CH2:5][CH3:6].C(C1C=C(/C=C\C2C=CC=CC=2)C=CC=1)(=[O:28])CCCCC>>[C:16]1([CH2:15][CH2:14][CH:10]([CH2:11][CH2:12][CH3:13])[CH2:9][C:8]([C:1]2[CH:2]=[CH:3][CH:4]=[CH:5][CH:6]=2)=[O:28])[CH:17]=[CH:18][CH:19]=[CH:20][CH:21]=1. Procedure details: This compound was prepared by the catalytic reduction (H2, 10% Pd-C, ethanol) of either trans-3-hexanoyl stilbene, cis-3-hexanoyl stilbene or, 3-hexanoyl diphenyl acetylene in nearly quantitative yield. Reactants: C(C)(C)(C)OC(NCC1CN(CCO1)C1=NC=NC=2NC3=CC(=CC=C3C21)C(N)=O)=O ([4-(7-Carbamoyl-9H-pyrimido[4,5-b]indol-4-yl)-morpholin-2-ylmethyl]-carbamic acid tert-butyl ester), CC=1C=CC(=CC1)S(=O)(=O)O (TsOH). Solvent: CO (methanol), CO (methanol). The product is NCC1CN(CCO1)C1=NC=NC=2NC3=CC(=CC=C3C21)C(=O)N (4-(2-Aminomethyl-morpholin-4-yl)-9H-pyrimido[4,5-b]indole-7-carboxylic acid amide). Isolated yield 92.3%. Reaction SMILES: C(OC(=O)[NH:7][CH2:8][CH:9]1[O:14][CH2:13][CH2:12][N:11]([C:15]2[C:27]3[C:26]4[C:21](=[CH:22][C:23]([C:28](=[O:30])[NH2:29])=[CH:24][CH:25]=4)[NH:20][C:19]=3[N:18]=[CH:17][N:16]=2)[CH2:10]1)(C)(C)C.CC1C=CC(S(O)(=O)=O)=CC=1>CO>[NH2:7][CH2:8][CH:9]1[O:14][CH2:13][CH2:12][N:11]([C:15]2[C:27]3[C:26]4[C:21](=[CH:22][C:23]([C:28]([NH2:29])=[O:30])=[CH:24][CH:25]=4)[NH:20][C:19]=3[N:18]=[CH:17][N:16]=2)[CH2:10]1. Procedure: [4-(7-Carbamoyl-9H-pyrimido[4,5-b]indol-4-yl)-morpholin-2-ylmethyl]-carbamic acid tert-butyl ester (5.5 mg, 0.013 mmol) was suspended in methanol and loaded onto a MP-TsOH SPE cartridge which had been pre-conditioned with methanol. The deprotected product was then eluted off using 2 N ammonia in methanol and concentrated in vacuo to give the title compound as an off-white solid (4 mg, 0.012 mmol). LC-MS (2) Rt 1.08 min; m/z 327 (ES+). Starting materials: BrC1=NC(=CC=C1)Br (2,6-dibromo-pyridine), [Br-].FC=1C=C(C[Zn+])C=CC1 (3-fluoro-benzylzinc bromide). Yields the product BrC1=NC(=CC=C1)CC1=CC(=CC=C1)F (2-Bromo-6-(3-fluoro-benzyl)-pyridine). As a reaction SMILES: Br[C:2]1[CH:7]=[CH:6][CH:5]=[C:4]([Br:8])[N:3]=1.[Br-].[F:10][C:11]1[CH:12]=[C:13]([CH:16]=[CH:17][CH:18]=1)[CH2:14][Zn+]>>[Br:8][C:4]1[CH:5]=[CH:6][CH:7]=[C:2]([CH2:14][C:13]2[CH:16]=[CH:17][CH:18]=[C:11]([F:10])[CH:12]=2)[N:3]=1 |f:1.2|. Procedure: Prepared according to the procedure described in Example 84, Step 2, using 2,6-dibromo-pyridine and 3-fluoro-benzylzinc bromide.